From a dataset of the Open Reaction Database (ORD), a public repository of structured organic reaction records. describe an organic reaction: reactants, conditions, products, and yield The reactants are C1CCOC1, COc1cc(C(=O)OCc2ccccc2)ccc1Nc1ncc(C(F)(F)F)c(Cl)n1, [OH-], [OH-], [Pd+2]. Product: COc1cc(C(=O)O)ccc1Nc1ncc(C(F)(F)F)c(Cl)n1. As a reaction SMILES: [CH2:31]1[O:32][CH2:33][CH2:34][CH2:35]1.[Cl:1][c:2]1[n:3][c:4]([NH:12][c:13]2[c:14]([O:29][CH3:30])[cH:15][c:16]([C:17](=[O:18])[O:19][CH2:20][c:21]3[cH:22][cH:23][cH:24][cH:25][cH:26]3)[cH:27][cH:28]2)[n:5][cH:6][c:7]1[C:8]([F:9])([F:10])[F:11].[OH-:36].[OH-:37].[Pd+2:38]>>[Cl:1][c:2]1[n:3][c:4]([NH:12][c:13]2[c:14]([O:29][CH3:30])[cH:15][c:16]([C:17](=[O:18])[OH:19])[cH:27][cH:28]2)[n:5][cH:6][c:7]1[C:8]([F:9])([F:10])[F:11]. The reactants are BrC1=CC2=C(NC(CC(C2=O)=CN(C)C)=O)C=C1 (7-bromo-4-dimethylaminomethylene-3,4-dihydro-1H-benzo[b]azepine-2,5-dione), N(C(=N)N)C1=CC=C(C(=O)O)C=C1 (4-guanidinobenzoic acid). Yields the product BrC1=CC2=C(NC(CC3=C2N=C(N=C3)NC3=CC=C(C(=O)O)C=C3)=O)C=C1 (4-(10-Bromo-6-oxo-6,7-dihydro-5H-benzo[b]pyrimido[4,5-d]azepin-2-ylamino)-benzoic acid). Reaction SMILES: [Br:1][C:2]1[CH:18]=[CH:17][C:5]2[NH:6][C:7](=[O:16])[CH2:8][C:9](=[CH:12]N(C)C)[C:10](=O)[C:4]=2[CH:3]=1.[NH:19]([C:23]1[CH:31]=[CH:30][C:26]([C:27]([OH:29])=[O:28])=[CH:25][CH:24]=1)[C:20]([NH2:22])=[NH:21]>>[Br:1][C:2]1[CH:18]=[CH:17][C:5]2[NH:6][C:7](=[O:16])[CH2:8][C:9]3[CH:12]=[N:22][C:20]([NH:19][C:23]4[CH:31]=[CH:30][C:26]([C:27]([OH:29])=[O:28])=[CH:25][CH:24]=4)=[N:21][C:10]=3[C:4]=2[CH:3]=1. Reported procedure: In a manner similar to method I, 7-bromo-4-dimethylaminomethylene-3,4-dihydro-1H-benzo[b]azepine-2,5-dione (v-k) and 4-guanidinobenzoic acid were converted to I-25 (22%): HRMS Calcd. for C19H13BrN4O3: 425.0249, Found 425.0269. Reactants: S(=O)(=O)=NC(=O)N (sulfonylurea), C(C)(C)(C)OC(N(C)C=1C=C2C=CN(C(C2=CC1F)=O)C1=CC=C(C=C1)N)=O ([2-(4-Amino-phenyl)-7-fluoro-1-oxo-1,2-dihydro-isoquinolin-6-yl]-methyl-carbamic acid tert-butyl ester), C(C)C1=CC=C(S1)S(=O)(=O)N (5-ethylthiophene-2-sulfonamide). Yields the product NC=1C=C2C=CN(C(C2=CC1F)=O)C1=CC=C(C=C1)NC(=O)NS(=O)(=O)C=1SC(=CC1)CC (N-({[4-(6-amino-7-fluoro-1-oxoisoquinolin-2(1H)-yl)phenyl]amino}carbonyl)-5-ethylthiophene-2-sulfonamide). RXN SMILES: [S:1](=[N:4][C:5]([NH2:7])=[O:6])(=[O:3])=[O:2].C(OC(=O)[N:14]([C:16]1[CH:17]=[C:18]2[C:23](=[CH:24][C:25]=1[F:26])[C:22](=[O:27])[N:21]([C:28]1[CH:33]=[CH:32][C:31](N)=[CH:30][CH:29]=1)[CH:20]=[CH:19]2)C)(C)(C)C.[CH2:36]([C:38]1[S:42][C:41](S(N)(=O)=O)=[CH:40][CH:39]=1)[CH3:37]>>[NH2:14][C:16]1[CH:17]=[C:18]2[C:23](=[CH:24][C:25]=1[F:26])[C:22](=[O:27])[N:21]([C:28]1[CH:29]=[CH:30][C:31]([NH:7][C:5]([NH:4][S:1]([C:41]3[S:42][C:38]([CH2:36][CH3:37])=[CH:39][CH:40]=3)(=[O:3])=[O:2])=[O:6])=[CH:32][CH:33]=1)[CH:20]=[CH:19]2. Reported procedure: An analogous sulfonylurea coupling and de-protection procedure to that described in Example 29 was performed on [2-(4-Amino-phenyl)-7-fluoro-1-oxo-1,2-dihydro-isoquinolin-6-yl]-methyl-carbamic acid tert-butyl ester (Example 9) and 5-ethylthiophene-2-sulfonamide to give N-({[4-(6-amino-7-fluoro-1-oxoisoquinolin-2(1H)-yl)phenyl]amino}carbonyl)-5-ethylthiophene-2-sulfonamide. ES-MS (M+H)+=501.1. Starting materials: C([O-])(O)=O.[Na+] (sodium bicarbonate), C([O-])([O-])=O.[Na+].[Na+] (sodium carbonate), C(N1C2C(N(C1=O)CO)N(C(=O)N2CO)CO)O (tetramethylol glycoluril), CO (methanol), Cl (hydrochloric acid), C(N1C2C(N(C1=O)CO)N(C(=O)N2CO)CO)O (tetramethylol glycoluril). Reaction conditions: time 17.5 minute. Yields the product C12C(NC(=O)N1)NC(=O)N2 (GLYCOLURIL). Reaction SMILES: CO.Cl.C(O)[N:5]1[C:9](=[O:10])[N:8](CO)[CH:7]2[N:13](CO)[C:14]([N:16](CO)[CH:6]12)=[O:15].C(=O)(O)[O-].[Na+].C(=O)([O-])[O-].[Na+].[Na+]>>[CH:7]12[NH:13][C:14](=[O:15])[NH:16][CH:6]1[NH:5][C:9]([NH:8]2)=[O:10] |f:3.4,5.6.7|. Procedure: Into a suitable reaction vessel equipped with a stirrer, thermometer, and reflux condenser there was introduced 950 parts (30 moles) of methanol and 40 parts of concentrated hydrochloric acid. To this mixture, 262 parts (1 mole of tetramethylol glycoluril) were added and the reaction mixture was stirred at 25°-30° C. In about 15-20 minutes, all the tetramethylol glycoluril went into solution. After half an hour, the reaction mixture was neutralized with 140 parts of sodium bicarbonate and 20 par... Reactants: CC(=O)[O-], CC(=O)O, O=c1cc(CCl)[nH]c(=O)[nH]1, [I-], [Na+], [Na+]. The product is CC(=O)OCc1cc(=O)[nH]c(=O)[nH]1. As a reaction SMILES: [CH3:12][C:13]([O-:14])=[O:15].[CH3:18][C:19](=[O:20])[OH:21].[Cl:1][CH2:2][c:3]1[cH:4][c:5](=[O:10])[nH:6][c:7](=[O:9])[nH:8]1.[I-:17].[Na+:11].[Na+:16]>>[CH2:2]([c:3]1[cH:4][c:5](=[O:10])[nH:6][c:7](=[O:9])[nH:8]1)[O:15][C:13]([CH3:12])=[O:14]. Reactants: C1(=CC=CC=C1)OC (anisole), compound, BrN1C(CCC1=O)=O (N-bromosuccinimide), C(C)(=O)O (acetic acid). Run in C(Cl)(Cl)Cl (chloroform). Reaction conditions: time 10 hour. Product: C1=CC=CC=2OC3=CC=CC=C3NC12 (phenoxazine). Yield: 85.0%. RXN SMILES: [C:1]1([O:7][CH3:8])[CH:6]=[CH:5][CH:4]=[CH:3][CH:2]=1.[C:9](O)(=O)C.Br[N:14]1[C:18](=O)[CH2:17][CH2:16][C:15]1=O>C(Cl)(Cl)Cl>[CH:5]1[C:6]2[NH:14][C:15]3[C:8](=[CH:9][CH:18]=[CH:17][CH:16]=3)[O:7][C:1]=2[CH:2]=[CH:3][CH:4]=1. Procedure: Phenoxazine (2.00 g, 10.92 mmol), 4-bromoanisole (2.25 g, 12.03 mmol), Pd2(dba)3 (0.10 g, 0.11 mmol), t-Bu3P (0.067 g, 0.33 mmol), and t-BuONa (1.57 g, 16.34 mmol) were dissolved in toluene (100 ml), and the reaction mixture was refluxed for 15 hours and cooled to room temperature. The solvent was removed under reduced pressure, and the residue was extracted with chloroform. The extracted solution was twice washed with a supersaturated sodium chloride solution and water (H2O), and the organic la... RXN SMILES: [NH3:17].[O:18]1[CH2:19][CH2:20][CH2:21][CH2:22]1.[OH2:16].[o:1]1[cH:2][n:3][cH:4][c:5]1-[c:6]1[cH:7][cH:8][c:9]([S:12](=[O:13])(=[O:14])[Cl:15])[cH:10][cH:11]1>>[o:1]1[cH:2][n:3][cH:4][c:5]1-[c:6]1[cH:7][cH:8][c:9]([S:12](=[O:13])(=[O:14])[NH2:17])[cH:10][cH:11]1. The product is NS(=O)(=O)c1ccc(-c2cnco2)cc1. Starting materials: N, C1CCOC1, O, O=S(=O)(Cl)c1ccc(-c2cnco2)cc1.